Dataset: the Open Reaction Database (ORD), a public repository of structured organic reaction records. Task: describe an organic reaction: reactants, conditions, products, and yield Starting materials: CCOC(=O)C1(NC(=O)c2ccc(C)cc2C)Cc2ccccc2C1, CCO, [K+], [OH-], O. The product is Cc1ccc(C(=O)NC2(C(=O)O)Cc3ccccc3C2)c(C)c1. Reaction SMILES: [CH2:1]([CH3:2])[O:3][C:4](=[O:5])[C:6]1([NH:15][C:16]([c:17]2[c:18]([CH3:24])[cH:19][c:20]([CH3:23])[cH:21][cH:22]2)=[O:25])[CH2:7][c:8]2[cH:9][cH:10][cH:11][cH:12][c:13]2[CH2:14]1.[CH3:29][CH2:30][OH:31].[K+:27].[OH-:26].[OH2:28]>>[O:3]=[C:4]([OH:5])[C:6]1([NH:15][C:16]([c:17]2[c:18]([CH3:24])[cH:19][c:20]([CH3:23])[cH:21][cH:22]2)=[O:25])[CH2:7][c:8]2[cH:9][cH:10][cH:11][cH:12][c:13]2[CH2:14]1. Reactants: N1([C@H](C(=O)N([C@H](CC2=CNC3=CC=CC=C23)C(=O)OC)C)CCC1)C(=O)OC(C)(C)C (BocPro-MeDTrpOMe), [OH-].[Na+] (sodium hydroxide). Product: N1([C@H](C(=O)N([C@H](CC2=CNC3=CC=CC=C23)C(=O)O)C)CCC1)C(=O)OC(C)(C)C (BocPro-MeDTrpOH). The yield is 77.0%. As a reaction SMILES: [N:1]1([C:25]([O:27][C:28]([CH3:31])([CH3:30])[CH3:29])=[O:26])[CH2:24][CH2:23][CH2:22][C@H:2]1[C:3]([N:5]([CH3:21])[C@@H:6]([C:17]([O:19]C)=[O:18])[CH2:7][C:8]1[C:16]2[C:11](=[CH:12][CH:13]=[CH:14][CH:15]=2)[NH:10][CH:9]=1)=[O:4].[OH-].[Na+]>>[N:1]1([C:25]([O:27][C:28]([CH3:31])([CH3:30])[CH3:29])=[O:26])[CH2:24][CH2:23][CH2:22][C@H:2]1[C:3]([N:5]([CH3:21])[C@@H:6]([C:17]([OH:19])=[O:18])[CH2:7][C:8]1[C:16]2[C:11](=[CH:12][CH:13]=[CH:14][CH:15]=2)[NH:10][CH:9]=1)=[O:4] |f:1.2|. Reported procedure: Condensation of BocProOH (4.63 g.) and MeDTrpOMe (5.00 g.) by the mixed anhydride method using diphenylphosphinyl chloride gave BocPro-MeDTrpOMe in 69% yield. Demethylation of BocPro-MeDTrpOMe (6.33 g.) using aqueous sodium hydroxide gave BocPro-MeDTrpOH in 77% yield. Condensation of BocPro-MeDTrpOH (3.60 g.) and HPheOBz (3.70 g.) using dicyclohexylcarbodiimide and N-hydroxysuccinimide gave BocPro-MeDTrp-PheOBz in 83% yield. Debenzylation of BocPro-MeDTrp-PheOBz (4.60 g.) by hydrogenation with p... Reactants: Cl.ClC1=CC=NC=C1 (4-chloropyridine hydrochloride), COC1OC(CC1)OC (2,5-dimethoxytetrahydrofuran), CC=1C(=C(SC1)C(=O)OC)N (methyl 4-methyl-3-aminothiophene-2-carboxylate). Run in O1CCOCC1 (dioxane). The product is CC=1C(=C(SC1)C(=O)OC)N1C=CC=C1 (Methyl 4-methyl-3-(pyrrol-1-yl)thiophene-2-carboxylate). Yield: 91.0%. Reaction SMILES: Cl.Cl[C:3]1[CH:8]=CN=[CH:5][CH:4]=1.COC1CCC(OC)O1.[CH3:18][C:19]1[C:20]([NH2:28])=[C:21]([C:24]([O:26][CH3:27])=[O:25])[S:22][CH:23]=1>O1CCOCC1>[CH3:18][C:19]1[C:20]([N:28]2[CH:5]=[CH:4][CH:3]=[CH:8]2)=[C:21]([C:24]([O:26][CH3:27])=[O:25])[S:22][CH:23]=1 |f:0.1|. Reported procedure: 43.8 g (0.292 mol) of 4-chloropyridine hydrochloride and 38.59 g (0.292 mol) of 2,5-dimethoxytetrahydrofuran are stirred for 10 minutes at room temperature in 600 ml of dioxane. 50 g (0.292 mol) of methyl 4-methyl-3-aminothiophene-2-carboxylate are added and the suspension is heated at reflux for 3 hours. The dioxane is removed under reduced pressure, and the residue is taken up in 1 liter of water and then extracted with 1 liter of diethyl ether. The ethereal phase is washed with water, decante... Reactants: ClCCl, O=C(O)C(F)(F)F, CC(C)(C)OC(=O)N1CCOC(C(=O)OCc2ccccc2)C1. Yields the product O=C(OCc1ccccc1)C1CNCCO1. Reaction SMILES: [Cl:31][CH2:32][Cl:33].[F:24][C:25]([F:26])([F:27])[C:28]([OH:29])=[O:30].[O:1]1[CH:2]([C:14](=[O:15])[O:16][CH2:17][c:18]2[cH:19][cH:20][cH:21][cH:22][cH:23]2)[CH2:3][N:4]([C:7]([O:8][C:9]([CH3:10])([CH3:11])[CH3:12])=[O:13])[CH2:5][CH2:6]1>>[O:1]1[CH:2]([C:14](=[O:15])[O:16][CH2:17][c:18]2[cH:19][cH:20][cH:21][cH:22][cH:23]2)[CH2:3][NH:4][CH2:5][CH2:6]1. Reactants: CC1=C(SC=C1)C1=CC=C(C=C1)C1(OC1)C (2-[4-(3-methyl-2-thienyl)phenyl]-2-methyloxirane), 4A. Run in C1(=CC=CC=C1)C (toluene). Yields the product CC1=C(SC=C1)C1=CC=C(C=C1)C(C=O)C (2-[4-(3-methyl-2-thienyl)phenyl]propionaldehyde). The yield is 98.0%. As a reaction SMILES: [CH3:1][C:2]1[CH:6]=[CH:5][S:4][C:3]=1[C:7]1[CH:12]=[CH:11][C:10]([C:13]2([CH3:16])[CH2:15][O:14]2)=[CH:9][CH:8]=1>C1(C)C=CC=CC=1>[CH3:1][C:2]1[CH:6]=[CH:5][S:4][C:3]=1[C:7]1[CH:12]=[CH:11][C:10]([CH:13]([CH3:16])[CH:15]=[O:14])=[CH:9][CH:8]=1. Procedure details: In 25 ml of acetonitrile was dissolved 5.0 g (0.0232 mole) of 4-(3-methyl-2-thienyl)acetophenone, followed by the addition of 8.7 g (0.046 mole) of trimethylsulfonium methyl sulfate. To the mixture was added with stirring at room temperature 2.5 g (0.0464 mole) of sodium methylate. After having been stirred for one hour, the mixture was freed from the solvent by distillation under reduced pressure. To the residue was added 20 ml of toluene, and the solution was washed several times with water, d...